From a dataset of the Open Reaction Database (ORD), a public repository of structured organic reaction records. describe an organic reaction: reactants, conditions, products, and yield RXN SMILES: [CH3:1][C:2]1([CH2:5][C:6]([O:8][CH3:9])=[O:7])[CH2:4][O:3]1.[C-:10]#[N:11].[Na+]>>[CH3:1][C@:2]1([CH2:5][C:6]([O:8][CH3:9])=[O:7])[CH2:4][O:3]1.[C:10]([CH2:4][C@@:2]([OH:3])([CH3:1])[CH2:5][C:6]([O:8][CH3:9])=[O:7])#[N:11] |f:1.2|. The solvent is Tris SO4. Yields the product C[C@]1(OC1)CC(=O)OC ((S)-methyl 2-methyloxiraneacetate), C(#N)C[C@](CC(=O)OC)(C)O ((S)-methyl 4-cyano-3-hydroxy-3-methylbutanoate). Reaction conditions: temperature 22 celsius, time 2 hour. Procedure: 200 mg (1.53 mmol) of racemic methyl 2-methyloxiraneacetate was dissolved in 30 mL Tris-SO4 buffer (200 mM, pH 7.5), followed by addition of purified enzyme (15 mg of halohydrin dehalogenase HheC in 450 ρL buffer) and 38 mg (0.77 mmol) NaCN. The reaction mixture was stirred at room temperature (22° C.) and monitored by gas chromatography (GC). The reaction was stopped after 2 h and extracted 3×25 mL ethylacetate. The organic phase was dried over Na2SO4 and evaporated. The crude product was chrom... The reactants are CC1(OC1)CC(=O)OC (racemic methyl 2-methyloxiraneacetate), halohydrin, [C-]#N.[Na+] (NaCN). The yield is 35.0%. Reactants: C1CC2CC1C3C2C=CC3 (dihydrodicyclopentadiene), Solution A, MoCl5, C(O)CN (ethanolamine), Solution A, antioxidant solution, C1CC2CC1C3C2C=CC3 (DHDCPD), CC1C2C=CC(C1)C2 (5-methyl-2-norbornene), C=CCCCC (1-hexene), [I-].C(C)[Al+]CC (diethylaluminum iodide), C1CC2CC1C3C2C=CC3.CC1C2C=CC(C1)C2.C=CCCCC (DHDCPD 5-methyl-2-norbornene 1-hexene), CC1C2C=CC(C1)C2 (5-methyl-2-norbornene). Run in C1(=CC=CC=C1)C (toluene). Conditions: time 1.5 hour. Yields the product CC1C2C=CC(C1)C2.C=CCCCC (5-Methyl-2-Norbornene 1-Hexene). Reaction SMILES: [CH2:1]1[CH:5]2[CH:6]3CC=[CH:8][CH:7]3[CH:3]([CH2:4]2)[CH2:2]1.CC1CC2CC1C=C2.C1C2C3CC=CC3C(C2)C1.CC1CC2CC1C=C2.C=CCCCC.C=CCCCC.[I-].C([Al+]CC)C.C(CN)O>C1(C)C=CC=CC=1>[CH3:8][CH:7]1[CH2:6][CH:5]2[CH2:4][CH:3]1[CH:2]=[CH:1]2.[CH2:5]=[CH:1][CH2:2][CH2:3][CH2:7][CH3:6] |f:2.3.4,6.7,10.11|. Reported procedure: A 1/1 molar ratio of dihydrodicyclopentadiene (DHDCPD) to 5-methyl-2-norbornene was used as follows to prepare the DHDCPD/5-methyl-2-norbornene/1-hexene copolymer of example 2. 2500 ml dry toluene cosolvent, 207.5 ml DHDCPD, 182.5 ml 5-methyl-2-norbornene, 45 ml of the 1-hexene solution, and 30 ml of the diethylaluminum iodide solution were charged to a gallon bottle. 37.5 ml of the MoCl5 solution was charged last with shaking. After 1.5 hours the reaction was shortstopped using a mixture of 5 m... Reactants: [BH3-]C#N, Cc1ncc(CN2CC(C)C(c3nc4c(cnn4C4CCOCC4)c(=O)[nH]3)C2)cn1, O=Cc1ccc(F)cc1F, [Na+]. Yields the product CC1CN(Cc2ccc(F)cc2F)CC1c1nc2c(cnn2C2CCOCC2)c(=O)[nH]1. RXN SMILES: [C:31]([BH3-:32])#[N:33].[CH3:1][CH:2]1[CH:3]([c:15]2[nH:16][c:17](=[O:30])[c:18]3[c:19]([n:20]2)[n:21]([CH:24]2[CH2:25][CH2:26][O:27][CH2:28][CH2:29]2)[n:22][cH:23]3)[CH2:4][N:5]([CH2:7][c:8]2[cH:9][n:10][c:11]([CH3:12])[n:13][cH:14]2)[CH2:6]1.[F:35][c:36]1[c:37]([CH:38]=[O:39])[cH:40][cH:41][c:42]([F:44])[cH:43]1.[Na+:34]>>[CH3:1][CH:2]1[CH:3]([c:15]2[nH:16][c:17](=[O:30])[c:18]3[c:19]([n:20]2)[n:21]([CH:24]2[CH2:25][CH2:26][O:27][CH2:28][CH2:29]2)[n:22][cH:23]3)[CH2:4][N:5]([CH2:38][c:37]2[c:36]([F:35])[cH:43][c:42]([F:44])[cH:41][cH:40]2)[CH2:6]1. Starting materials: CCOC(=O)C1CN(Cc2ccccc2)CC1=O, NCc1ccccc1, c1ccccc1. Product: CCOC(=O)C1CN(Cc2ccccc2)CC1NCc1ccccc1. Reaction SMILES: [CH2:1]([c:2]1[cH:3][cH:4][cH:5][cH:6][cH:7]1)[N:8]1[CH2:9][CH:10]([C:14](=[O:15])[O:16][CH2:17][CH3:18])[C:11](=[O:13])[CH2:12]1.[NH2:19][CH2:20][c:21]1[cH:22][cH:23][cH:24][cH:25][cH:26]1.[cH:27]1[cH:28][cH:29][cH:30][cH:31][cH:32]1>>[CH2:1]([c:2]1[cH:3][cH:4][cH:5][cH:6][cH:7]1)[N:8]1[CH2:9][CH:10]([C:14](=[O:15])[O:16][CH2:17][CH3:18])[CH:11]([NH:19][CH2:20][c:21]2[cH:22][cH:23][cH:24][cH:25][cH:26]2)[CH2:12]1. Starting materials: C(C)(C)(C)OC(=O)NCCCCCNC1(C(NC2=CC=C(C=C12)Cl)=O)C1=C(C=CC=C1)Cl (3-[[5-(tert-butoxycarbonylamino)pentyl]amino]-5-chloro-3-(2-chlorophenyl)-1,3-dihydroindol-2-one), BrCC1=C(C=C(C(=O)OC)C=C1)OC (methyl 4-bromomethyl-3-methoxybenzoate). The product is C(C)(C)(C)OC(=O)NCCCCCNC1(C(N(C2=CC=C(C=C12)Cl)CC1=C(C=C(C(=O)OC)C=C1)OC)=O)C1=C(C=CC=C1)Cl (Methyl 4-[[3-[[5-(tert-butoxycarbonylamino)pentyl]amino]-5-chloro-3-(2-chlorophenyl)-2,3-dihydro-2-oxoindol-1-yl]methyl]-3-methoxybenzoate). The yield is 75.0%. As a reaction SMILES: [C:1]([O:5][C:6]([NH:8][CH2:9][CH2:10][CH2:11][CH2:12][CH2:13][NH:14][C:15]1([C:26]2[CH:31]=[CH:30][CH:29]=[CH:28][C:27]=2[Cl:32])[C:23]2[C:18](=[CH:19][CH:20]=[C:21]([Cl:24])[CH:22]=2)[NH:17][C:16]1=[O:25])=[O:7])([CH3:4])([CH3:3])[CH3:2].Br[CH2:34][C:35]1[CH:44]=[CH:43][C:38]([C:39]([O:41][CH3:42])=[O:40])=[CH:37][C:36]=1[O:45][CH3:46]>>[C:1]([O:5][C:6]([NH:8][CH2:9][CH2:10][CH2:11][CH2:12][CH2:13][NH:14][C:15]1([C:26]2[CH:31]=[CH:30][CH:29]=[CH:28][C:27]=2[Cl:32])[C:23]2[C:18](=[CH:19][CH:20]=[C:21]([Cl:24])[CH:22]=2)[N:17]([CH2:34][C:35]2[CH:44]=[CH:43][C:38]([C:39]([O:41][CH3:42])=[O:40])=[CH:37][C:36]=2[O:45][CH3:46])[C:16]1=[O:25])=[O:7])([CH3:4])([CH3:2])[CH3:3]. Procedure details: This compound is prepared according to the procedure described in EXAMPLE 89 from 2 g of 3-[[5-(tert-butoxycarbonylamino)pentyl]amino]-5-chloro-3-(2-chlorophenyl)-1,3-dihydroindol-2-one and 1.19 g of methyl 4-bromomethyl-3-methoxybenzoate. 2.06 g of the expected product are obtained.